From a dataset of the Open Reaction Database (ORD), a public repository of structured organic reaction records. describe an organic reaction: reactants, conditions, products, and yield The reactants are BrCCCCCCC(=O)OCC (ethyl 7-bromoheptanoate), C(C)(=O)OC(CCCC(C(=O)OC(C)(C)C)(C(=O)[O-])CCCCC(CC(=O)OC)C)CCCCC (tert.-butyl 2-(4-acetoxynonyl)-2-(6-methoxycarbonyl-5-methylhexyl)malonate), COC(=O)CC(CCCCC(C(=O)OC(C)(C)C)C(=O)OC(C)(C)C)C (di-tert.-butyl (6-methoxycarbonyl-5-methylhexyl)malonate), C(N)(=O)C(CCCCCCC(=O)OCC)CCC[C@H](CCCCC)OC(C)=O (ethyl 8-carbamoyl-12-(S)-acetoxyheptadecanoate), C(C)C(C(=O)O)CCCCCC(CCC[C@H](CCCCC)O)C(N)=O (ethyl 8-carbamoyl-12-(S)-hydroxyheptadecanoic acid), C(C)(=O)OC(CCCC(C(=O)OC(C)(C)C)(C(=O)[O-])CCCCC(CC(=O)OC)C)CCCCC (tert.-butyl 2-(4-acetoxynonyl)-2-(6-methoxycarbonyl-5-methylhexyl)malonate), CC(CC(=O)OC)CCCCI (methyl 3-methyl-7-iodoheptanoate), product, C(=O)(O)C(CCCCC(CC(=O)OC)C)CCCC(CCCCC)OC(C)=O (methyl 8carboxy-12-acetoxy-3-methylheptadecanoate). Product: C(N)(=O)C(CCCCC(CC(=O)O)C)CCCC(CCCCC)O (8-Carbamoyl-12-hydroxy-3-methylheptadecanoic Acid). As a reaction SMILES: BrCCCCCCC(OCC)=O.[CH3:13][CH:14]([CH2:20][CH2:21][CH2:22][CH2:23]I)[CH2:15][C:16]([O:18]C)=[O:17].COC(CC(C)CCCCC(C(OC(C)(C)C)=O)C(OC(C)(C)C)=O)=O.C(OC(CCCCC)CCCC(CCCCC(C)CC(OC)=O)(C([O-])=O)C(OC(C)(C)C)=O)(=O)C.C(C(CCCC(OC(=O)C)CCCCC)CCCCC(C)CC(OC)=O)(O)=O.[C:114]([CH:117]([CH2:129][CH2:130][CH2:131][C@@H:132]([O:138]C(=O)C)[CH2:133][CH2:134][CH2:135][CH2:136][CH3:137])CCCCCCC(OCC)=O)(=[O:116])[NH2:115].C(C(CCCCCC(C(=O)N)CCC[C@@H](O)CCCCC)C(O)=O)C>>[C:114]([CH:117]([CH2:129][CH2:130][CH2:131][CH:132]([OH:138])[CH2:133][CH2:134][CH2:135][CH2:136][CH3:137])[CH2:23][CH2:22][CH2:21][CH2:20][CH:14]([CH3:13])[CH2:15][C:16]([OH:18])=[O:17])(=[O:116])[NH2:115]. Procedure: The synthesis of this compound is carried out as described in Example 1 except that, in Step A, the ethyl 7-bromoheptanoate is replaced by an equimolar amount of methyl 3-methyl-7-iodoheptanoate. The product of Step A is thus: di-tert.-butyl (6-methoxycarbonyl-5-methylhexyl)malonate. Subsequent steps yield: di.-tert.-butyl 2-(4-acetoxynonyl)-2-(6-methoxycarbonyl-5-methylhexyl)malonate (D); methyl 8carboxy-12-acetoxy-3-methylheptadecanoate (V); methyl 8-chlorocarbonyl-12-acetoxy-3-methylheptadeca... Starting materials: CS(C)=O, ClCc1ccc(Cl)cc1Cl, [K+], [OH-], O, C=C(c1cc(F)ccc1O)n1ccnc1. The product is C=C(c1cc(F)ccc1OCc1ccc(Cl)cc1Cl)n1ccnc1. Reaction SMILES: [CH3:29][S:30](=[O:31])[CH3:32].[Cl:18][c:19]1[c:20]([CH2:21][Cl:22])[cH:23][cH:24][c:25]([Cl:27])[cH:26]1.[K+:2].[OH-:1].[OH2:28].[OH:3][c:4]1[c:5]([C:11](=[CH2:12])[n:13]2[cH:14][n:15][cH:16][cH:17]2)[cH:6][c:7]([F:10])[cH:8][cH:9]1>>[O:3]([c:4]1[c:5]([C:11](=[CH2:12])[n:13]2[cH:14][n:15][cH:16][cH:17]2)[cH:6][c:7]([F:10])[cH:8][cH:9]1)[CH2:21][c:20]1[c:19]([Cl:18])[cH:26][c:25]([Cl:27])[cH:24][cH:23]1. Starting materials: S(=O)(=O)([O-])[O-].[Na+].[Na+] (sodium sulphate), [C-]#N.[K+] (Potassium cyanide), CN(C)CC1=CNC2=CC=C(C(=C12)Cl)OCC1=CC=CC=C1 (3-dimethylaminomethyl-4-chloro-5-benzyloxy-indole), CI (Methyl iodide). Solvent: CN(C)C=O (DMF). Run at time 15 minute. Product: C(#N)CC1=CNC2=CC=C(C(=C12)Cl)OCC1=CC=CC=C1 (3-cyanomethyl-4-chloro-5-benzyloxyindole). Isolated yield 63.5%. RXN SMILES: [C-:1]#[N:2].[K+].CN([CH2:7][C:8]1[C:16]2[C:11](=[CH:12][CH:13]=[C:14]([O:18][CH2:19][C:20]3[CH:25]=[CH:24][CH:23]=[CH:22][CH:21]=3)[C:15]=2[Cl:17])[NH:10][CH:9]=1)C.CI.S([O-])([O-])(=O)=O.[Na+].[Na+]>CN(C=O)C>[C:1]([CH2:7][C:8]1[C:16]2[C:11](=[CH:12][CH:13]=[C:14]([O:18][CH2:19][C:20]3[CH:21]=[CH:22][CH:23]=[CH:24][CH:25]=3)[C:15]=2[Cl:17])[NH:10][CH:9]=1)#[N:2] |f:0.1,4.5.6|. Reported procedure: Potassium cyanide (7.36 g, 113 retool) was added to a solution of 3-dimethylaminomethyl-4-chloro-5-benzyloxy-indole (9.30 g, 29.5 mmol) in sieve-dried DMF (150 ml). Methyl iodide (17.2 g, 121 mmol) was added dropwise, while stirring over 15 minutes, and stirring was continued for a further hour. The mixture was poured into 10% aqueous sodium sulphate and extracted with diethyl ether. The combined extracts were dried (Na2SO4) and evaporated to dryness leaving an oil which crystallised. Recrystall... The reactants are p-formaldehyde, C(C)(=O)C=1C=NN(C1C)C1=NC=CC=C1Cl (4-acetyl-1-(3-chloro-2-pyridyl)-5-methylpyrazole), FC=1C=C(C=C(C1)F)N1CCNCC1 (1-(3,5-difluorophenyl)piperazine), Cl.C(C)O (hydrochloric acid ethanol), p-formaldehyde, C(O)([O-])=O.[Na+] (sodium hydrogencarbonate). Solvent: C(C)O (ethanol). Conditions: time 21 hour. Yields the product ClC=1C(=NC=CC1)N1N=CC(=C1C)C(CCN1CCN(CC1)C1=CC(=CC(=C1)F)F)=O (1-[1-(3-Chloro-2-pyridyl)-5-methyl-4-pyrazolyl]-3-[4-(3,5-difluorophenyl)-1-piperazinyl]-1-propanone). As a reaction SMILES: [C:1]([C:4]1[CH:5]=[N:6][N:7]([C:10]2[C:15]([Cl:16])=[CH:14][CH:13]=[CH:12][N:11]=2)[C:8]=1[CH3:9])(=[O:3])[CH3:2].[F:17][C:18]1[CH:19]=[C:20]([N:25]2[CH2:30][CH2:29][NH:28][CH2:27][CH2:26]2)[CH:21]=[C:22]([F:24])[CH:23]=1.Cl.[CH2:32](O)C.C(=O)([O-])O.[Na+]>C(O)C>[Cl:16][C:15]1[C:10]([N:7]2[C:8]([CH3:9])=[C:4]([C:1](=[O:3])[CH2:2][CH2:32][N:28]3[CH2:29][CH2:30][N:25]([C:20]4[CH:19]=[C:18]([F:17])[CH:23]=[C:22]([F:24])[CH:21]=4)[CH2:26][CH2:27]3)[CH:5]=[N:6]2)=[N:11][CH:12]=[CH:13][CH:14]=1 |f:2.3,4.5|. Reported procedure: In 40 ml of absolute ethanol was dissolved 0.72 g of 4-acetyl-1-(3-chloro-2-pyridyl)-5-methylpyrazole, and 1.38 g of 1-(3,5-difluorophenyl)piperazine, 7 ml of a 1N hydrochloric acid/ethanol solution, and 0.917 g of p-formaldehyde were added thereto, followed by refluxing for 20 hours. To the reaction mixture was further added 0.917 g of p-formaldehyde, followed by refluxing for 50 hours. After the reaction mixture was allowed to stand at room temperature for 21 hours, a saturated aqueous solutio... The reactants are CN(c1nc(F)ccc1NC(C)(C)C)C1CCN(Cc2ccccc2)CC1, CCO, [H][H], [OH-], [OH-], [Pd+2]. RXN SMILES: [CH2:1]([c:2]1[cH:3][cH:4][cH:5][cH:6][cH:7]1)[N:8]1[CH2:9][CH2:10][CH:11]([N:14]([c:15]2[n:16][c:17]([F:26])[cH:18][cH:19][c:20]2[NH:21][C:22]([CH3:23])([CH3:24])[CH3:25])[CH3:27])[CH2:12][CH2:13]1.[CH3:30][CH2:31][OH:32].[H:28][H:29].[OH-:33].[OH-:35].[Pd+2:34]>>[NH:8]1[CH2:9][CH2:10][CH:11]([N:14]([c:15]2[n:16][c:17]([F:26])[cH:18][cH:19][c:20]2[NH:21][C:22]([CH3:23])([CH3:24])[CH3:25])[CH3:27])[CH2:12][CH2:13]1. Product: CN(c1nc(F)ccc1NC(C)(C)C)C1CCNCC1. The reactants are [Br-], [Mg+]C1CCCCC1, Cc1cc(F)ccc1-c1cc(C=O)c(C)o1, C1CCOC1. Product: Cc1cc(F)ccc1-c1cc(C(O)C2CCCCC2)c(C)o1. RXN SMILES: [Br-:22].[CH:23]1([Mg+:29])[CH2:24][CH2:25][CH2:26][CH2:27][CH2:28]1.[F:1][c:2]1[cH:3][c:4]([CH3:16])[c:5](-[c:8]2[cH:9][c:10]([CH:14]=[O:15])[c:11]([CH3:13])[o:12]2)[cH:6][cH:7]1.[O:17]1[CH2:18][CH2:19][CH2:20][CH2:21]1>>[F:1][c:2]1[cH:3][c:4]([CH3:16])[c:5](-[c:8]2[cH:9][c:10]([CH:14]([OH:15])[CH:23]3[CH2:24][CH2:25][CH2:26][CH2:27][CH2:28]3)[c:11]([CH3:13])[o:12]2)[cH:6][cH:7]1.